From a dataset of the Open Reaction Database (ORD), a public repository of structured organic reaction records. describe an organic reaction: reactants, conditions, products, and yield Starting materials: Cn1cc(Br)cc(Br)c1=O, O=C([O-])[O-], C1COCCO1, ClCCl, CO, [Cs+], [Cs+], Nc1ccc(N2CCN(CCF)CC2)cn1, O=C(C=Cc1ccccc1)C=Cc1ccccc1, O=C(C=Cc1ccccc1)C=Cc1ccccc1, O=C(C=Cc1ccccc1)C=Cc1ccccc1, O, [Pd], [Pd]. Product: Cn1cc(Br)cc(Nc2ccc(N3CCN(CCF)CC3)cn2)c1=O. As a reaction SMILES: [Br:17][c:18]1[c:19](=[O:26])[n:20]([CH3:25])[cH:21][c:22]([Br:24])[cH:23]1.[C:27](=[O:28])([O-:29])[O-:30].[CH2:33]1[O:34][CH2:35][CH2:36][O:37][CH2:38]1.[CH2:41]([Cl:42])[Cl:43].[CH3:39][OH:40].[Cs+:31].[Cs+:32].[F:1][CH2:2][CH2:3][N:4]1[CH2:5][CH2:6][N:7]([c:10]2[cH:11][cH:12][c:13]([NH2:16])[n:14][cH:15]2)[CH2:8][CH2:9]1.[O:47]=[C:48]([CH:49]=[CH:50][c:51]1[cH:52][cH:53][cH:54][cH:55][cH:56]1)[CH:57]=[CH:58][c:59]1[cH:60][cH:61][cH:62][cH:63][cH:64]1.[O:65]=[C:66]([CH:67]=[CH:68][c:69]1[cH:70][cH:71][cH:72][cH:73][cH:74]1)[CH:75]=[CH:76][c:77]1[cH:78][cH:79][cH:80][cH:81][cH:82]1.[O:83]=[C:84]([CH:85]=[CH:86][c:87]1[cH:88][cH:89][cH:90][cH:91][cH:92]1)[CH:93]=[CH:94][c:95]1[cH:96][cH:97][cH:98][cH:99][cH:100]1.[OH2:44].[Pd:45].[Pd:46]>>[F:1][CH2:2][CH2:3][N:4]1[CH2:5][CH2:6][N:7]([c:10]2[cH:11][cH:12][c:13]([NH:16][c:18]3[c:19](=[O:26])[n:20]([CH3:25])[cH:21][c:22]([Br:24])[cH:23]3)[n:14][cH:15]2)[CH2:8][CH2:9]1. Starting materials: C(C)(=O)NC12CC3(CC(CC(C1)(C3)NC(C)=O)(C2)C)C (1,7-diacetamido-3,5-dimethyladamantane), C(COCCO)O (diethyene glycol). Solvent: O (water). Run at time 16 hour. The product is NC12CC3(CC(CC(C1)(C3)N)(C2)C)C (1,7-diamino-3,5-dimethyladamantane). Yield: 70.4%. As a reaction SMILES: C([NH:4][C:5]12[CH2:18][C:9]3([CH3:19])[CH2:10][C:11]([NH:14]C(=O)C)([CH2:13][C:7]([CH3:20])([CH2:8]3)[CH2:6]1)[CH2:12]2)(=O)C.C(O)COCCO>O>[NH2:4][C:5]12[CH2:18][C:9]3([CH3:19])[CH2:10][C:11]([NH2:14])([CH2:13][C:7]([CH3:20])([CH2:8]3)[CH2:6]1)[CH2:12]2. Procedure: Diamide 3 (1.56 g) was added to diethyene glycol (25 mL). The reaction mixture was stirred at 175˜180° C. for 16 h. The brown solution was cooled to room temperature, and water was added (100 mL). The reaction mixture was extracted with a solvent consisting of ethyl acetate (80%) and t-butylmethyl ether (20%) (70 mL×7). The combined organic solvent was washed with water and brine, and dried over sodium sulfate. The solution was concentrated to approximately 20 mL. Anhydrous hydrogen chloride in ...